From a dataset of the Open Reaction Database (ORD), a public repository of structured organic reaction records. describe an organic reaction: reactants, conditions, products, and yield The reactants are C1CCOC1, C[Si](C)(C)[N-][Si](C)(C)C, COc1ccc(CN(Cc2ccc(OC)cc2)c2nc(C)nc(-c3cccnc3F)n2)cc1, COc1ncc(N)cc1F, [Li+]. The product is COc1ccc(CN(Cc2ccc(OC)cc2)c2nc(C)nc(-c3cccnc3Nc3cnc(OC)c(F)c3)n2)cc1. RXN SMILES: [CH2:54]1[O:55][CH2:56][CH2:57][CH2:58]1.[CH3:45][Si:46]([N-:47][Si:48]([CH3:49])([CH3:50])[CH3:51])([CH3:52])[CH3:53].[F:11][c:12]1[n:13][cH:14][cH:15][cH:16][c:17]1-[c:18]1[n:19][c:20]([N:25]([CH2:26][c:27]2[cH:28][cH:29][c:30]([O:33][CH3:34])[cH:31][cH:32]2)[CH2:35][c:36]2[cH:37][cH:38][c:39]([O:42][CH3:43])[cH:40][cH:41]2)[n:21][c:22]([CH3:24])[n:23]1.[F:1][c:2]1[cH:3][c:4]([NH2:10])[cH:5][n:6][c:7]1[O:8][CH3:9].[Li+:44]>>[F:1][c:2]1[cH:3][c:4]([NH:10][c:12]2[n:13][cH:14][cH:15][cH:16][c:17]2-[c:18]2[n:19][c:20]([N:25]([CH2:26][c:27]3[cH:28][cH:29][c:30]([O:33][CH3:34])[cH:31][cH:32]3)[CH2:35][c:36]3[cH:37][cH:38][c:39]([O:42][CH3:43])[cH:40][cH:41]3)[n:21][c:22]([CH3:24])[n:23]2)[cH:5][n:6][c:7]1[O:8][CH3:9]. The reactants are CN(C)C=O (DMF), C(CCC)[Li] (n-Butyllithium), BrC=1N=C(N(C1Cl)COCC[Si](C)(C)C)OCC (4-Bromo-5-chloro-2-ethoxy-1-(2-trimethylsilanylethoxymethyl)-1H-imidazole), CN(CCN(C)C)C (N,N,N′,N′-tetramethylethylenediamine), [NH4+].[OH-] (NH4OH). Solvent: C1CCOC1 (THF). Reaction conditions: temperature -78 celsius, time 1 hour. The product is ClC1=C(N=C(N1COCC[Si](C)(C)C)OCC)C=O (5-Chloro-2-ethoxy-1-(2-trimethylsilanylethoxymethyl)-1H-imidazole-4-carbaldehyde). Yield: 70.3%. Reaction SMILES: C([Li])CCC.Br[C:7]1[N:8]=[C:9]([O:21][CH2:22][CH3:23])[N:10]([CH2:13][O:14][CH2:15][CH2:16][Si:17]([CH3:20])([CH3:19])[CH3:18])[C:11]=1[Cl:12].CN(C)CCN(C)C.CN([CH:35]=[O:36])C.[NH4+].[OH-]>C1COCC1>[Cl:12][C:11]1[N:10]([CH2:13][O:14][CH2:15][CH2:16][Si:17]([CH3:20])([CH3:19])[CH3:18])[C:9]([O:21][CH2:22][CH3:23])=[N:8][C:7]=1[CH:35]=[O:36] |f:4.5|. Reported procedure: n-Butyllithium (2.5M in hexanes, 1.2 mL) was added to a solution of intermediate (26a) (1.0 g, 2.8 mmol) and N,N,N′,N′-tetramethylethylenediamine (0.5 mL, 3.1 mmol) in THF (8 mL) at −78° C. DMF (0.3 mL, 3.4 mmol) was added after 3 minutes. The mixture was stirred at −78° C. for 1 hour. The mixture was allowed to warm to room temperature over 30 minutes. Saturated aq. NH4OH (1 mL) was added and the mixture was concentrated in vacuo. The mixture was extracted with DCM (2×30 mL) and 0.5M PO3H4 (10 ... Reactants: COC(=O)CCCNc1ccc(OC)cc1, COc1ccc(N(C(=O)c2ccco2)C(C)C(=O)O)cc1. Yields the product COC(=O)CCCN(C(=O)C(C)N(C(=O)c1ccco1)c1ccc(OC)cc1)c1ccc(OC)cc1. RXN SMILES: [CH3:22][O:23][c:24]1[cH:25][cH:26][c:27]([NH:30][CH2:31][CH2:32][CH2:33][C:34](=[O:35])[O:36][CH3:37])[cH:28][cH:29]1.[o:1]1[c:2]([C:6](=[O:7])[N:8]([c:9]2[cH:10][cH:11][c:12]([O:13][CH3:14])[cH:15][cH:16]2)[CH:17]([C:18](=[O:19])[OH:20])[CH3:21])[cH:3][cH:4][cH:5]1>>[o:1]1[c:2]([C:6](=[O:7])[N:8]([c:9]2[cH:10][cH:11][c:12]([O:13][CH3:14])[cH:15][cH:16]2)[CH:17]([C:18](=[O:20])[N:30]([c:27]2[cH:26][cH:25][c:24]([O:23][CH3:22])[cH:29][cH:28]2)[CH2:31][CH2:32][CH2:33][C:34](=[O:35])[O:36][CH3:37])[CH3:21])[cH:3][cH:4][cH:5]1. Reactants: C(C1=CC=CC=C1)OC=1C(=C(C=C2C(=C(C=NC12)C(=O)OCC)O)F)F (ethyl 8-benzyloxy-6,7-difluoro-4-hydroxy-3-quinolinecarboxylate), C([O-])([O-])=O.[K+].[K+] (potassium carbonate), [N+](=O)([O-])C1=C(C=CC(=C1)[N+](=O)[O-])ON (O-(2,4-dinitrophenyl)hydroxylamine). The solvent is CN(C=O)C (dimethylformamide). Reaction conditions: time 3 hour. The product is NN1C=C(C(C2=CC(=C(C(=C12)OCC1=CC=CC=C1)F)F)=O)C(=O)OCC (ethyl 1-amino-8-benzyloxy-6,7-difluoro-4-oxo-1,4-dihydro-3-quinolinecarboxylate). The yield is 94.8%. Reaction SMILES: [CH2:1]([O:8][C:9]1[C:10]([F:26])=[C:11]([F:25])[CH:12]=[C:13]2[C:18]=1[N:17]=[CH:16][C:15]([C:19]([O:21][CH2:22][CH3:23])=[O:20])=[C:14]2[OH:24])[C:2]1[CH:7]=[CH:6][CH:5]=[CH:4][CH:3]=1.C(=O)([O-])[O-].[K+].[K+].[N+:33](C1C=C([N+]([O-])=O)C=CC=1ON)([O-])=O>CN(C)C=O>[NH2:33][N:17]1[C:18]2[C:13](=[CH:12][C:11]([F:25])=[C:10]([F:26])[C:9]=2[O:8][CH2:1][C:2]2[CH:3]=[CH:4][CH:5]=[CH:6][CH:7]=2)[C:14](=[O:24])[C:15]([C:19]([O:21][CH2:22][CH3:23])=[O:20])=[CH:16]1 |f:1.2.3|. Reported procedure: After a mixture of ethyl 8-benzyloxy-6,7-difluoro-4-hydroxy-3-quinolinecarboxylate (410 mg) and anhydrous potassium carbonate (315 mg) in dry dimethylformamide (10 ml) was stirred at room temperature for 3 hours, O-(2,4-dinitrophenyl)hydroxylamine (260 mg) was added. The mixture was stirred at room temperature for further 6.5 hours. After removal of the solvent under reduced pressure, water (12 ml) was added to the residue, and the mixture was stirred at room temperature for 3 hours. The precipi... Reactants: ClC1=CC=C(C=C1)C(NC1=CC=C(C=C1)S(=O)(=O)C)=N (4-chloro-N-[4-(methylsulfonyl)phenyl]benzenecarboximidamide), C([O-])(O)=O.[Na+] (sodium bicarbonate), COC1=CC=C(C(CBr)=O)C=C1 (4-methoxyphenacyl bromide). The solvent is C(C)(C)O (isopropanol). The product is ClC1=CC=C(C=C1)C=1N(CC(N1)(C1=CC=C(C=C1)OC)C1=CC=C(C=C1)OC)C1=CC=C(C=C1)S(=O)(=O)C (2-(4-chlorophenyl)-4-(4-methoxyphenyl)-1-[4-(methylsulfonyl)phenyl]-4-(4-methoxyphenyl)-1H-imidazole). Isolated yield 113.4%. Reaction SMILES: [Cl:1][C:2]1[CH:7]=[CH:6][C:5]([C:8](=[NH:20])[NH:9][C:10]2[CH:15]=[CH:14][C:13]([S:16]([CH3:19])(=[O:18])=[O:17])=[CH:12][CH:11]=2)=[CH:4][CH:3]=1.[C:21](=[O:24])(O)[O-].[Na+].[CH3:26][O:27][C:28]1[CH:37]=[CH:36][C:31]([C:32](=O)[CH2:33]Br)=[CH:30][CH:29]=1>C(O)(C)C>[Cl:1][C:2]1[CH:3]=[CH:4][C:5]([C:8]2[N:9]([C:10]3[CH:15]=[CH:14][C:13]([S:16]([CH3:19])(=[O:17])=[O:18])=[CH:12][CH:11]=3)[CH2:33][C:32]([C:2]3[CH:7]=[CH:6][C:5]([O:24][CH3:21])=[CH:4][CH:3]=3)([C:31]3[CH:36]=[CH:37][C:28]([O:27][CH3:26])=[CH:29][CH:30]=3)[N:20]=2)=[CH:6][CH:7]=1 |f:1.2|. Procedure: To a mixture of 4-chloro-N-[4-(methylsulfonyl)phenyl]benzenecarboximidamide (Example 1, Step 1) (700 mg, 2.24 mmol) and sodium bicarbonate (376 mg, 4.48 mmol) in isopropanol (50 mL), 4-methoxyphenacyl bromide (1.03 g, 4.48 mmol) was added. After heating the reaction mixture at 75°-80° C. for 20 hours, the solvent was removed. The residue was redissolved in methylene chloride and washed with aqueous sodium bicarbonate and water. The organic fractions were combined, dried over sodium sulfate, filt... The reactants are Cc1ccccc1, CCOC(C)=O, O=C(Cl)OC(Cl)(Cl)Cl, Cl, Nc1ccc(OC(F)(F)F)c(-c2nc3ccccc3o2)c1. The product is O=C=Nc1ccc(OC(F)(F)F)c(-c2nc3ccccc3o2)c1. Reaction SMILES: [CH3:31][c:32]1[cH:33][cH:34][cH:35][cH:36][cH:37]1.[CH3:38][CH2:39][O:40][C:41](=[O:42])[CH3:43].[Cl:23][C:24](=[O:25])[O:26][C:27]([Cl:28])([Cl:29])[Cl:30].[ClH:22].[o:1]1[c:2](-[c:10]2[cH:11][c:12]([NH2:21])[cH:13][cH:14][c:15]2[O:16][C:17]([F:18])([F:19])[F:20])[n:3][c:4]2[c:5]1[cH:6][cH:7][cH:8][cH:9]2>>[o:1]1[c:2](-[c:10]2[cH:11][c:12]([N:21]=[C:24]=[O:25])[cH:13][cH:14][c:15]2[O:16][C:17]([F:18])([F:19])[F:20])[n:3][c:4]2[c:5]1[cH:6][cH:7][cH:8][cH:9]2. Reactants: BrC=1C=C2C(CC3(CCC(CC3)C3=CC=CC=C3)OC2=CC1)=O (6-bromo-4′-phenylspiro[chroman-2,1′-cyclohexan]-4-one), C(#N)C=1C=C(C=CC1)B(O)O (3-cyanobenzeneboronic acid), C([O-])([O-])=O.[Cs+].[Cs+] (cesium carbonate). Reagents/catalysts: Cl[Pd]([P](C1=CC=CC=C1)(C2=CC=CC=C2)C3=CC=CC=C3)([P](C4=CC=CC=C4)(C5=CC=CC=C5)C6=CC=CC=C6)Cl (PdCl2(PPh3)2). The solvent is O1CCOCC1.O (Dioxane water). Conditions: temperature 95 celsius, time 1 hour. Product: O=C1CC2(CCC(CC2)C2=CC=CC=C2)OC2=CC=C(C=C12)C=1C=C(C#N)C=CC1 (3-(4-oxo-4′-phenylspiro[chroman-2,1′-cyclohexane]-6-yl)benzonitrile). The yield is 54.3%. As a reaction SMILES: Br[C:2]1[CH:3]=[C:4]2[C:20](=[CH:21][CH:22]=1)[O:19][C:7]1([CH2:12][CH2:11][CH:10]([C:13]3[CH:18]=[CH:17][CH:16]=[CH:15][CH:14]=3)[CH2:9][CH2:8]1)[CH2:6][C:5]2=[O:23].[C:24]([C:26]1[CH:27]=[C:28](B(O)O)[CH:29]=[CH:30][CH:31]=1)#[N:25].C(=O)([O-])[O-].[Cs+].[Cs+]>O1CCOCC1.O.Cl[Pd](Cl)([P](C1C=CC=CC=1)(C1C=CC=CC=1)C1C=CC=CC=1)[P](C1C=CC=CC=1)(C1C=CC=CC=1)C1C=CC=CC=1>[O:23]=[C:5]1[C:4]2[C:20](=[CH:21][CH:22]=[C:2]([C:30]3[CH:31]=[C:26]([CH:27]=[CH:28][CH:29]=3)[C:24]#[N:25])[CH:3]=2)[O:19][C:7]2([CH2:12][CH2:11][CH:10]([C:13]3[CH:18]=[CH:17][CH:16]=[CH:15][CH:14]=3)[CH2:9][CH2:8]2)[CH2:6]1 |f:2.3.4,5.6,^1:50,69|. Procedure: In a 50 mL round bottom flask was placed 6-bromo-4′-phenylspiro[chroman-2,1′-cyclohexan]-4-one (300 mg, 0.811 mmol), 3-cyanobenzeneboronic acid (155 mg, 1.06 mmol), PdCl2(PPh3)2 (57 mg, 0.08 mmol) and cesium carbonate (661 mg, 2.03 mmol). This solid mixture was dissolved in a Dioxane/water mixture (8 mL, 6:1 ratio, respectively). The solution was purged with a N2 stream for 30 seconds. A condenser was attached to the flask and the reaction was allowed to stir at 95° C. for 1 hour. At this time, ...